Dataset: the Open Reaction Database (ORD), a public repository of structured organic reaction records. Task: describe an organic reaction: reactants, conditions, products, and yield The reactants are CCCCP(CCCC)CCCC, C1CCOC1, OCc1ccccc1, O=C1CCc2cc(O)ccc21. Yields the product O=C1CCc2cc(OCc3ccccc3)ccc21. As a reaction SMILES: [CH2:20]([P:21]([CH2:22][CH2:23][CH2:24][CH3:25])[CH2:26][CH2:27][CH2:28][CH3:29])[CH2:30][CH2:31][CH3:32].[O:33]1[CH2:34][CH2:35][CH2:36][CH2:37]1.[OH:12][CH2:13][c:14]1[cH:15][cH:16][cH:17][cH:18][cH:19]1.[OH:1][c:2]1[cH:3][c:4]2[c:8]([cH:9][cH:10]1)[C:7](=[O:11])[CH2:6][CH2:5]2>>[O:1]([c:2]1[cH:3][c:4]2[c:8]([cH:9][cH:10]1)[C:7](=[O:11])[CH2:6][CH2:5]2)[CH2:13][c:14]1[cH:15][cH:16][cH:17][cH:18][cH:19]1. Procedure: To 7-(5-chloro-2-hydroxyphenyl)-4-methyl-5,6,7,8-tetrahydroquinolin-5-one were added aminoguanidine hydrochloride (0.53 g), ethanol (30 ml), concentrated hydrochloric acid (1.0 ml) and water (1.0 ml), and the mixture was refluxed for 4 hours. Under reduced pressure, the solvent was evaporated, and the residue was dissolved in water. The solution was washed with ethyl acetate, and to the aqueous layer was added sodium hydrogen carbonate solution to make the solution alkaline. The solution was ext... RXN SMILES: [Cl:1][C:2]1[CH:3]=[CH:4][C:5]([OH:20])=[C:6]([CH:8]2[CH2:17][C:16]3[N:15]=[CH:14][CH:13]=[C:12]([CH3:18])[C:11]=3[C:10](=O)[CH2:9]2)[CH:7]=1.[C:21]([NH:24][NH2:25])([NH2:23])=[NH:22].Cl.C(O)C.Cl>O>[ClH:1].[Cl:1][C:2]1[CH:3]=[CH:4][C:5]([OH:20])=[C:6]([CH:8]2[CH2:17][C:16]3[N:15]=[CH:14][CH:13]=[C:12]([CH3:18])[C:11]=3[C:10](=[N:25][NH:24][C:21]([NH2:23])=[NH:22])[CH2:9]2)[CH:7]=1 |f:1.2,6.7|. Product: Cl.ClC=1C=CC(=C(C1)C1CC(C=2C(=CC=NC2C1)C)=NNC(=N)N)O (7-(5-chloro-2-hydroxyphenyl)-5-guanidinoimino-4-methyl-5,6,7,8-tetrahydroquinoline hydrochloride). Solvent: O (water). Reactants: ClC=1C=CC(=C(C1)C1CC(C=2C(=CC=NC2C1)C)=O)O (7-(5-chloro-2-hydroxyphenyl)-4-methyl-5,6,7,8-tetrahydroquinolin-5-one), C(=N)(N)NN.Cl (aminoguanidine hydrochloride), C(C)O (ethanol), Cl (hydrochloric acid). The reactants are C(C1=CC=CC=C1)N1N=C(C(=C1)C(=O)OCC)OCC1=CC(=C(C=C1)OCC=1N=C(OC1C)C=1OC=CC1)OCC1=CC=CC=C1 (ethyl 1-benzyl-3-[(3-benzyloxy-4-{[2-(2-furyl)-5-methyl-1,3-oxazol-4-yl]methoxy}benzyl)oxy]-1H-pyrazole-4-carboxylate), O1CCCC1 (tetrahydrofuran), [OH-].[Na+] (sodium hydroxide), Cl (hydrochloric acid). The solvent is C(C)O (ethanol), O (water). Product: C(C1=CC=CC=C1)N1N=C(C(=C1)C(=O)O)OCC1=CC(=C(C=C1)OCC=1N=C(OC1C)C=1OC=CC1)OCC1=CC=CC=C1 (1-benzyl-3-[(3-benzyloxy-4-{[2-(2-furyl)-5-methyl-1,3-oxazol-4-yl]methoxy}benzyl)oxy]-1H-pyrazole-4-carboxylic acid). The yield is 85.7%. As a reaction SMILES: [CH2:1]([N:8]1[CH:12]=[C:11]([C:13]([O:15]CC)=[O:14])[C:10]([O:18][CH2:19][C:20]2[CH:25]=[CH:24][C:23]([O:26][CH2:27][C:28]3[N:29]=[C:30]([C:34]4[O:35][CH:36]=[CH:37][CH:38]=4)[O:31][C:32]=3[CH3:33])=[C:22]([O:39][CH2:40][C:41]3[CH:46]=[CH:45][CH:44]=[CH:43][CH:42]=3)[CH:21]=2)=[N:9]1)[C:2]1[CH:7]=[CH:6][CH:5]=[CH:4][CH:3]=1.O1CCCC1.[OH-].[Na+].Cl>O.C(O)C>[CH2:1]([N:8]1[CH:12]=[C:11]([C:13]([OH:15])=[O:14])[C:10]([O:18][CH2:19][C:20]2[CH:25]=[CH:24][C:23]([O:26][CH2:27][C:28]3[N:29]=[C:30]([C:34]4[O:35][CH:36]=[CH:37][CH:38]=4)[O:31][C:32]=3[CH3:33])=[C:22]([O:39][CH2:40][C:41]3[CH:42]=[CH:43][CH:44]=[CH:45][CH:46]=3)[CH:21]=2)=[N:9]1)[C:2]1[CH:7]=[CH:6][CH:5]=[CH:4][CH:3]=1 |f:2.3|. Procedure details: To a mixture of ethyl 1-benzyl-3-[(3-benzyloxy-4-{[2-(2-furyl)-5-methyl-1,3-oxazol-4-yl]methoxy}benzyl)oxy]-1H-pyrazole-4-carboxylate (0.55 g), tetrahydrofuran (3 mL) and ethanol (3 mL) was added 1N aqueous sodium hydroxide solution (3 mL), and the mixture was heated under reflux for 1 hr. The reaction mixture was neutralized by adding 1N hydrochloric acid and water, and the precipitated crystals were collected by filtration to give 1-benzyl-3-[(3-benzyloxy-4-{[2-(2-furyl)-5-methyl-1,3-oxazol-4-...